From a dataset of the Open Reaction Database (ORD), a public repository of structured organic reaction records. describe an organic reaction: reactants, conditions, products, and yield Reactants: CC([O-])C.CC([O-])C.CC([O-])C.[Ti+3] (titanium-tri-isopropoxide), NCCCCCCO (6-amino-1-hexanol). Reaction conditions: time 1 minute. Product: CC([O-])C.CC([O-])C.CC([O-])C.N[Ti+3]CCCCCC (amino-hexyl-titanium-tri-isopropoxide). The yield is 200.0%. As a reaction SMILES: [CH3:1][CH:2]([CH3:4])[O-:3].[CH3:5][CH:6]([CH3:8])[O-:7].[CH3:9][CH:10]([CH3:12])[O-:11].[Ti+3:13].[NH2:14]CCCCCCO>>[CH3:1][CH:2]([CH3:4])[O-:3].[CH3:5][CH:6]([CH3:8])[O-:7].[CH3:9][CH:10]([CH3:12])[O-:11].[NH2:14][Ti+3:13][CH2:1][CH2:2][CH2:4][CH2:5][CH2:6][CH3:8] |f:0.1.2.3,5.6.7.8|. Procedure details: 0.1 moles of titanium-tri-isopropoxide (Tyzor TPT Dupont, Wilmington, Del.) and 0.1 moles of 6-amino-1-hexanol were added to a 50 ml beaker and stirred at room temperature for 1 minute to form 0.1 mole of amino-hexyl-titanium-tri-isopropoxide. The reaction mixture was heated to 70° C. for 10 minutes to evaporate the isopropyl alcohol formed during the reaction. Starting materials: O=C1N=C(NC2CCCCC2)C2(CCN(Cc3cccc(Br)c3)CC2)N1c1cccc(F)c1, C=Cc1ccccc1B(O)O, CC(C)NC(C)C, CN(C)C=O, O, O=S(=O)(O)c1cccc(P(c2cccc(S(=O)(=O)O)c2)c2cccc(S(=O)(=O)O)c2)c1, [Pd]. The product is C=Cc1ccccc1-c1cccc(CN2CCC3(CC2)C(NC2CCCCC2)=NC(=O)N3c2cccc(F)c2)c1. RXN SMILES: [Br:1][c:2]1[cH:3][c:4]([CH2:5][N:6]2[CH2:7][CH2:8][C:9]3([C:10]([NH:22][CH:23]4[CH2:24][CH2:25][CH2:26][CH2:27][CH2:28]4)=[N:11][C:12](=[O:21])[N:13]3[c:14]3[cH:15][c:16]([F:20])[cH:17][cH:18][cH:19]3)[CH2:29][CH2:30]2)[cH:31][cH:32][cH:33]1.[CH:34](=[CH2:35])[c:36]1[c:37]([B:42]([OH:43])[OH:44])[cH:38][cH:39][cH:40][cH:41]1.[CH:76]([NH:77][CH:78]([CH3:79])[CH3:80])([CH3:81])[CH3:82].[O:84]=[CH:85][N:86]([CH3:87])[CH3:88].[OH2:89].[P:45]([c:46]1[cH:47][c:48]([S:49]([OH:50])(=[O:51])=[O:52])[cH:53][cH:54][cH:55]1)([c:56]1[cH:57][c:58]([S:59]([OH:60])(=[O:61])=[O:62])[cH:63][cH:64][cH:65]1)[c:66]1[cH:67][c:68]([S:69]([OH:70])(=[O:71])=[O:72])[cH:73][cH:74][cH:75]1.[Pd:83]>>[c:2]1(-[c:37]2[c:36]([CH:34]=[CH2:35])[cH:41][cH:40][cH:39][cH:38]2)[cH:3][c:4]([CH2:5][N:6]2[CH2:7][CH2:8][C:9]3([C:10]([NH:22][CH:23]4[CH2:24][CH2:25][CH2:26][CH2:27][CH2:28]4)=[N:11][C:12](=[O:21])[N:13]3[c:14]3[cH:15][c:16]([F:20])[cH:17][cH:18][cH:19]3)[CH2:29][CH2:30]2)[cH:31][cH:32][cH:33]1. Reactants: CO, CC(=O)Cc1ccc(Cl)cc1Cl, Cl, NO, c1ccncc1. Product: CC(Cc1ccc(Cl)cc1Cl)=NO. Reaction SMILES: [CH3:22][OH:23].[Cl:1][c:2]1[c:3]([CH2:9][C:10]([CH3:11])=[O:12])[cH:4][cH:5][c:6]([Cl:8])[cH:7]1.[ClH:13].[NH2:14][OH:15].[cH:16]1[cH:17][cH:18][n:19][cH:20][cH:21]1>>[Cl:1][c:2]1[c:3]([CH2:9][C:10]([CH3:11])=[N:14][OH:15])[cH:4][cH:5][c:6]([Cl:8])[cH:7]1. The reactants are COc1ccc2c(c1)CC(C)N2C(C)=O, O=C(O)C(F)(F)F, O=N[O-], [Na+], O. Product: COc1cc2c(cc1[N+](=O)[O-])N(C(C)=O)C(C)C2. As a reaction SMILES: [C:1]([CH3:2])(=[O:3])[N:4]1[CH:5]([CH3:15])[CH2:6][c:7]2[cH:8][c:9]([O:13][CH3:14])[cH:10][cH:11][c:12]21.[F:21][C:22]([F:23])([F:24])[C:25]([OH:26])=[O:27].[N:16](=[O:17])[O-:18].[Na+:19].[OH2:20]>>[C:1]([CH3:2])(=[O:3])[N:4]1[CH:5]([CH3:15])[CH2:6][c:7]2[cH:8][c:9]([O:13][CH3:14])[c:10]([N+:16](=[O:17])[O-:18])[cH:11][c:12]21. The reactants are ClC(Cl)Cl, Cc1cc(=O)n(-c2ccc(Cl)cc2)[nH]1, COC(=O)C(=O)C(F)(F)F. Product: COC(=O)C(O)(c1c(C)[nH]n(-c2ccc(Cl)cc2)c1=O)C(F)(F)F. Reaction SMILES: [CH:25]([Cl:26])([Cl:27])[Cl:28].[Cl:1][c:2]1[cH:3][cH:4][c:5](-[n:8]2[nH:9][c:10]([CH3:14])[cH:11][c:12]2=[O:13])[cH:6][cH:7]1.[F:15][C:16]([C:17]([C:18](=[O:19])[O:20][CH3:21])=[O:22])([F:23])[F:24]>>[Cl:1][c:2]1[cH:3][cH:4][c:5](-[n:8]2[nH:9][c:10]([CH3:14])[c:11]([C:17]([C:16]([F:15])([F:23])[F:24])([C:18](=[O:19])[O:20][CH3:21])[OH:22])[c:12]2=[O:13])[cH:6][cH:7]1. Reactants: CO (methanol), COC(C1=CC=C(C=C1)C(CCC)N1N=C(C=C1)[N+](=O)[O-])=O (4-[1-(3-nitro-pyrazol-1-yl)-butyl]-benzoic acid methyl ester), NN (hydrazine). The reagents and catalysts are [Ni] (raney nickel). The solvent is O (water), C(C)(=O)OCC (ethyl acetate). The product is COC(C1=CC=C(C=C1)C(CCC)N1N=C(C=C1)N)=O (4-[1-(3-amino-pyrazol-1-yl)-butyl]-benzoic acid methyl ester). Isolated yield 94.1%. As a reaction SMILES: [CH3:1][O:2][C:3](=[O:22])[C:4]1[CH:9]=[CH:8][C:7]([CH:10]([N:14]2[CH:18]=[CH:17][C:16]([N+:19]([O-])=O)=[N:15]2)[CH2:11][CH2:12][CH3:13])=[CH:6][CH:5]=1.CO.NN>C(OCC)(=O)C.[Ni].O>[CH3:1][O:2][C:3](=[O:22])[C:4]1[CH:5]=[CH:6][C:7]([CH:10]([N:14]2[CH:18]=[CH:17][C:16]([NH2:19])=[N:15]2)[CH2:11][CH2:12][CH3:13])=[CH:8][CH:9]=1. Procedure: The 4-[1-(3-nitro-pyrazol-1-yl)-butyl]-benzoic acid methyl ester (127 mg, 0.42 mmol) was dissolved in ethyl acetate (3 mL) and methanol (3 mL) was added. While stirring, a 50% slurry of raney nickel in water (500 μL) was added followed by hydrazine (150 μL). Immediate effervescence was observed. The reaction continued to stir and bubble for 30 min. The reaction was passed through a plug of celite and concentrated in vacuo to afford 4-[1-(3-amino-pyrazol-1-yl)-butyl]-benzoic acid methyl ester (10... Reactants: diazonium salt sulfuric acid, C([O-])(O)=O.[Na+] (sodium bicarbonate), [C-]#N.[K+] (potassium cyanide), [OH-].[Na+] (sodium hydroxide), FC1=C(N)C=CC(=C1)I (2-fluoro-4-iodoaniline), ice, N(=O)[O-].[Na+] (sodium nitrite). The reagents and catalysts are O.O.O.O.O.S(=O)(=O)([O-])[O-].[Cu+2] (copper sulfate pentahydrate). The solvent is C1=CC=CC=C1 (benzene), O (water), O (water), C(C)(=O)O (acetic acid), S(O)(O)(=O)=O (sulfuric acid). Reaction conditions: time 1 hour. Yields the product C(#N)C1=C(C=C(C=C1)I)F (1-cyano-2-fluoro-4-iodobenzene). Isolated yield 29.5%. RXN SMILES: N([O-])=O.[Na+].[F:5][C:6]1[CH:12]=[C:11]([I:13])[CH:10]=[CH:9][C:7]=1N.[C-:14]#[N:15].[K+].C(=O)(O)[O-].[Na+].[OH-].[Na+]>S(=O)(=O)(O)O.O.O.O.O.O.O.S([O-])([O-])(=O)=O.[Cu+2].C1C=CC=CC=1.C(O)(=O)C>[C:14]([C:7]1[CH:9]=[CH:10][C:11]([I:13])=[CH:12][C:6]=1[F:5])#[N:15] |f:0.1,3.4,5.6,7.8,11.12.13.14.15.16.17|. Procedure details: 27 g of sodium nitrite was dissolved in 205 ml of sulfuric acid and cooled to 10° C. or less, and then 238 ml of acetic acid was added. At 20° to 25° C., 65 g of 2-fluoro-4-iodoaniline was added to the solution, and then the solution was agitated for one hour. A second solution was made by dissolving 83 g of copper sulfate pentahydrate in 20.5 ml of water, to which was added 140 g of ice, and this solution was added to the first. A third solution containing 88 g of potassium cyanide dissolved in...